This data is from the Open Reaction Database (ORD), a public repository of structured organic reaction records. The task is: describe an organic reaction: reactants, conditions, products, and yield Reactants: C(C1=CC=CC=C1)OC(=O)NC1C(NC2=C(C(=N1)C1CCCCCC1)C=CC=C2)=O (3(R,S)-[(Benzyloxycarbonyl)amino]-5-cycloheptyl-1,3-dihydro-2H-1,4-benzodiazepin-2-one), COC(N(C)C)OC (dimethylformamide dimethyl acetal). Solvent: C1(=CC=CC=C1)C (toluene), C1(=CC=CC=C1)C (toluene). Yields the product C(C1=CC=CC=C1)OC(=O)NC1C(N(C2=C(C(=N1)C1CCCCCC1)C=CC=C2)C)=O (3(R,S)-[(Benzyloxycarbonyl)amino]-5-cycloheptyl-1,3-dihydro-1-methyl-2H-1,4-benzodiazepin-2-one). Reaction SMILES: [CH2:1]([O:8][C:9]([NH:11][CH:12]1[N:18]=[C:17]([CH:19]2[CH2:25][CH2:24][CH2:23][CH2:22][CH2:21][CH2:20]2)[C:16]2[CH:26]=[CH:27][CH:28]=[CH:29][C:15]=2[NH:14][C:13]1=[O:30])=[O:10])[C:2]1[CH:7]=[CH:6][CH:5]=[CH:4][CH:3]=1.[CH3:31]OC(OC)N(C)C>C1(C)C=CC=CC=1>[CH2:1]([O:8][C:9]([NH:11][CH:12]1[N:18]=[C:17]([CH:19]2[CH2:25][CH2:24][CH2:23][CH2:22][CH2:21][CH2:20]2)[C:16]2[CH:26]=[CH:27][CH:28]=[CH:29][C:15]=2[N:14]([CH3:31])[C:13]1=[O:30])=[O:10])[C:2]1[CH:7]=[CH:6][CH:5]=[CH:4][CH:3]=1. Reported procedure: 3(R,S)-[(Benzyloxycarbonyl)amino]-5-cycloheptyl-1,3-dihydro-2H-1,4-benzodiazepin-2-one (Example 1, Step 3, 500 mg) in anhydrous toluene (40 ml) was heated to reflux. A solution of dimethylformamide dimethyl acetal (786 μl) in anhydrous toluene (10 ml) was added dropwise and the mixture was heated at reflux for a further hour. The solvent was evaporated and the residue triturated with diethyl ether to afford the title compound (441 mg) as a colourless solid. 1H NMR (360 MHz, CDCl3) δ 1.24-1.90 (1...